This data is from the Open Reaction Database (ORD), a public repository of structured organic reaction records. The task is: describe an organic reaction: reactants, conditions, products, and yield The reactants are saturated aqueous solution, C(O)([O-])=O.[Na+] (sodium hydrogencarbonate), resultant mixture, FC(OC1=CC=C(C=C1)N1SC=CC1=O)(F)F (2-(4-trifluorornethoxyphenyl)-4-isothiazolin-3-on), FC(OC1=CC=C(C=C1)N1SC(=CC1=O)Cl)(F)F (2-(4-trifluoromethoxyphenyl)-5-chloro-4-isothiazolin-3-on), S(=O)(=O)(Cl)Cl (sulfuryl chloride). The product is FC(OC1=CC=C(C=C1)N1SC(=C(C1=O)Cl)Cl)(F)F (2-(4-trifluoromethoxyphenyl)-4,5-dichloro-4-isothiazolin-3-on). RXN SMILES: FC(F)(F)OC1C=CC(N2C(=O)C=CS2)=CC=1.[F:18][C:19]([F:35])([F:34])[O:20][C:21]1[CH:26]=[CH:25][C:24]([N:27]2[C:31](=[O:32])[CH:30]=[C:29]([Cl:33])[S:28]2)=[CH:23][CH:22]=1.S(Cl)([Cl:39])(=O)=O.C(=O)([O-])O.[Na+]>ClCCl>[F:35][C:19]([F:18])([F:34])[O:20][C:21]1[CH:26]=[CH:25][C:24]([N:27]2[C:31](=[O:32])[C:30]([Cl:39])=[C:29]([Cl:33])[S:28]2)=[CH:23][CH:22]=1 |f:3.4|. Procedure details: First, a mixture containing 6.4 g of 2-(4-trifluorornethoxyphenyl)-4-isothiazolin-3-on and 5.1 g of 2-(4-trifluoromethoxyphenyl)-5-chloro-4-isothiazolin-3-on was suspended in 100 ml of dichloromethane, after which 19 g of sulfuryl chloride was then added dropwise to the suspension dropwise at room temperature, and the resultant mixture was stirred for 12 hours. After completion of the reaction, 200 ml of a saturated aqueous solution of sodium hydrogencarbonate was added to the reaction mixture, ... Solvent: ClCCl (dichloromethane). Isolated yield 70.2%. Reactants: C([O-])(O)=O.[Na+] (sodium bicarbonate), C1(CCCCC1)NC(=O)C=1N(C(=C(N1)C1=C(C=C(C=C1)Cl)Cl)C1=CC=C(C=C1)Cl)C (N-(Cyclohexyl)-4-(2,4-dichlorophenyl)-5-(4-chlorophenyl)-1-methylimidazole-2-carboxamide), CI (methyl iodide), [H-].[Na+] (sodium hydride). Run in CN(C)C=O (DMF). Product: CN(C(=O)C=1N(C(=C(N1)C1=C(C=C(C=C1)Cl)Cl)C1=CC=C(C=C1)Cl)C)C1CCCCC1 (N-Methyl-N-cyclohexyl-4-(2,4-dichlorophenyl)-5-(4-chlorophenyl)-1-methylimidazole-2-carboxamide). As a reaction SMILES: [CH:1]1([NH:7][C:8]([C:10]2[N:11]([CH3:30])[C:12]([C:23]3[CH:28]=[CH:27][C:26]([Cl:29])=[CH:25][CH:24]=3)=[C:13]([C:15]3[CH:20]=[CH:19][C:18]([Cl:21])=[CH:17][C:16]=3[Cl:22])[N:14]=2)=[O:9])[CH2:6][CH2:5][CH2:4][CH2:3][CH2:2]1.CI.[H-].[Na+].[C:35](=O)(O)[O-].[Na+]>CN(C=O)C>[CH3:35][N:7]([CH:1]1[CH2:2][CH2:3][CH2:4][CH2:5][CH2:6]1)[C:8]([C:10]1[N:11]([CH3:30])[C:12]([C:23]2[CH:28]=[CH:27][C:26]([Cl:29])=[CH:25][CH:24]=2)=[C:13]([C:15]2[CH:20]=[CH:19][C:18]([Cl:21])=[CH:17][C:16]=2[Cl:22])[N:14]=1)=[O:9] |f:2.3,4.5|. Procedure: To a solution of N-cyclohexyl-4-(2,4-dichlorophenyl)-5-(4-chlorophenyl)-1-methylimidazole-2-carboxamide (15 mg, 0.033 mmol) from Example 36, (Method A) and methyl iodide (0.003 mL, 0.049 mmol) in DMF (2 mL) was added sodium hydride (60% in mineral oil, 2 mg, 0.049 mmol). The mixture was stirred at rt for 2 hr and then poured into aq. sodium bicarbonate and extracted twice with ethyl acetate. The organic layers were washed with brine, dried over sodium sulfate, and evaporated. The residue was pur... Reaction conditions: time 2 hour. Reactants: C(C)(C)(C)OC(NC12CC3(CC(CC(C1)C3)C2)C=O)=O (tert-butyl-3-formyl-1-adamantylcarbamate), C(=O)([O-])[O-].[K+].[K+] (K2CO3), [N+](=[N-])=C(C(C)=O)P(OC)(OC)=O (dimethyl (1-diazo-2-oxopropyl)phosphonate). Solvent: CO (methanol). Reaction conditions: time 3 hour. Yields the product C(#C)C12CC3(CC(CC(C1)C3)C2)NC(OC(C)(C)C)=O (tert-Butyl 3-ethynyl-1-adamantylcarbamate). Yield: 103.8%. RXN SMILES: [C:1]([O:5][C:6](=[O:20])[NH:7][C:8]12[CH2:17][CH:12]3[CH2:13][CH:14]([CH2:16][C:10]([CH:18]=O)([CH2:11]3)[CH2:9]1)[CH2:15]2)([CH3:4])([CH3:3])[CH3:2].[C:21]([O-])([O-])=O.[K+].[K+].[N+](=C(P(=O)(OC)OC)C(=O)C)=[N-]>CO>[C:18]([C:10]12[CH2:16][CH:14]3[CH2:13][CH:12]([CH2:17][C:8]([NH:7][C:6](=[O:20])[O:5][C:1]([CH3:4])([CH3:2])[CH3:3])([CH2:15]3)[CH2:9]1)[CH2:11]2)#[CH:21] |f:1.2.3|. Procedure: To a solution of tert-butyl-3-formyl-1-adamantylcarbamate (600 mg, 2.1 mmol) and K2CO3 (590 mg, 4.2 mmol) in methanol (60 mL) under N2 atmosphere was added dimethyl (1-diazo-2-oxopropyl)phosphonate (490 mg, 2.5 mmol). After stirring at room temperature for three hours the clear reaction solution was partitioned between ethyl acetate (100 mL) and 5% NaHCO3 (100 mL) and the aqueous layer was extracted with ethyl acetate (2×100 mL). The combined organic layer was washed with brine, dried over Na2SO... Reactants: CC(C)CC(NC(=O)OC(C)(C)C)C(O)C(O)CSC(C)C, Cl, C1COCCO1, C1COCCO1. The product is Cl, CC(C)CC(N)C(O)C(O)CSC(C)C. Reaction SMILES: [C:1]([O:2][C:3](=[O:4])[NH:8][CH:9]([CH:10]([CH:11]([CH2:12][S:13][CH:14]([CH3:15])[CH3:16])[OH:17])[OH:18])[CH2:19][CH:20]([CH3:21])[CH3:22])([CH3:5])([CH3:6])[CH3:7].[ClH:29].[O:23]1[CH2:24][CH2:25][O:26][CH2:27][CH2:28]1.[O:30]1[CH2:31][CH2:32][O:33][CH2:34][CH2:35]1>>[ClH:29].[NH2:8][CH:9]([CH:10]([CH:11]([CH2:12][S:13][CH:14]([CH3:15])[CH3:16])[OH:17])[OH:18])[CH2:19][CH:20]([CH3:21])[CH3:22]. Starting materials: C(C)(=O)O (acetic acid), C([O-])([O-])=O.[K+].[K+] (potassium carbonate), C(C(=O)OC1=CC=CC=C1)(=O)OC1=CC=CC=C1 (diphenyl oxalate). Solvent: O (water), CC(=O)C (acetone). Reaction conditions: time 4 hour. The product is C(C(=O)[O-])(=O)OC1=CC=CC=C1.[K+] (potassium phenyl oxalate). Isolated yield 173.3%. Reaction SMILES: C(O)(=O)C.C(=O)([O-])[O-].[K+:9].[K+].[C:11]([O:22]C1C=CC=CC=1)(=[O:21])[C:12]([O:14][C:15]1[CH:20]=[CH:19][CH:18]=[CH:17][CH:16]=1)=[O:13]>CC(C)=O.O>[C:12]([O:14][C:15]1[CH:20]=[CH:19][CH:18]=[CH:17][CH:16]=1)(=[O:13])[C:11]([O-:22])=[O:21].[K+:9] |f:1.2.3,7.8|. Procedure: In a 1,000 mL-volume three-necked flask, 27.3 g of diphenyl oxalate was dissolved in 600 mL of acetone. In the solution, an aqueous solution of 6.76 g of acetic acid and 7.77 g of potassium carbonate in 25 mL of water was dropwise added under stirring for 4 hours. The mixture was then stirred for 2 hours, and the produced precipitate was collected on a filter by suction. The collected precipitate was washed with acetone and dried under reduced pressure to give 19.9 g of potassium phenyl oxalate.... Reactants: N[C@H](C(=O)N1[C@@H](CCC1)C(=O)NC1=C(N=NS1)C1=CC=CC=C1)C1CCCCC1 ((S)-1-((S)-2-amino-2-cyclohexylacetyl)-N-(4-phenyl-1,2,3-thiadiazol-5-yl)pyrrolidine-2-carboxamide), CCN(C(C)C)C(C)C (DIPEA), Boc-L-N-methyl Ala, C=1C=CC2=C(C1)N=NN2O (HOBt), CCN=C=NCCCN(C)C.Cl (EDC-HCl), Cl.O1CCOCC1 (HCl dioxane), Boc. Solvent: CN(C)C=O (DMF), CCOC(=O)C (EtOAc), CC#N (MeCN), O1CCOCC1 (dioxane). Run at time 1 hour. The product is C1(CCCCC1)[C@@H](C(=O)N1[C@@H](CCC1)C(=O)NC1=C(N=NS1)C1=CC=CC=C1)NC([C@H](C)NC)=O ((S)-1-((S)-2-cyclohexyl-2-((S)-2-(methylamino)propanamido)acetyl)-N-(4-phenyl-1,2,3-thiadiazol-5-yl)pyrrolidine-2-carboxamide). Isolated yield 85.0%. As a reaction SMILES: [NH2:1][C@@H:2]([CH:24]1[CH2:29][CH2:28][CH2:27][CH2:26][CH2:25]1)[C:3]([N:5]1[CH2:9][CH2:8][CH2:7][C@H:6]1[C:10]([NH:12][C:13]1[S:17][N:16]=[N:15][C:14]=1[C:18]1[CH:23]=[CH:22][CH:21]=[CH:20][CH:19]=1)=[O:11])=[O:4].C[CH2:31][N:32](C(C)C)[CH:33]([CH3:35])[CH3:34].C1C=CC2N([OH:48])N=NC=2C=1.CCN=C=NCCCN(C)C.Cl.Cl.O1CCOCC1>CN(C=O)C.CCOC(C)=O.CC#N.O1CCOCC1>[CH:24]1([C@H:2]([NH:1][C:34](=[O:48])[C@@H:33]([NH:32][CH3:31])[CH3:35])[C:3]([N:5]2[CH2:9][CH2:8][CH2:7][C@H:6]2[C:10]([NH:12][C:13]2[S:17][N:16]=[N:15][C:14]=2[C:18]2[CH:23]=[CH:22][CH:21]=[CH:20][CH:19]=2)=[O:11])=[O:4])[CH2:29][CH2:28][CH2:27][CH2:26][CH2:25]1 |f:3.4,5.6|. Procedure: To a solution of 18 and DIPEA (5 eq.) in DMF (10-15 vol) was added the Boc-L-N-methyl Ala (1.5 eq), HOBt (1.4eq), and EDC-HCl (1.4eq). The reaction was stirred for 1 h, diluted with EtOAc (15 vol) and washed with 1M HCl (2×), NaHCO3 (1×), and brine (1×) (1:1 aq/org). The organic extract was dried (Na2SO4), filtered and concentrated in vacuo to give afford Boc-protected conjugate product as a beige, foamy solid in ca. 85% yield. The Boc-protected product was dissolved in a solution of 4M HCl/diox... The reactants are O=C([O-])O, ClCCCCCCCCOc1ccccc1, O=C(OC(=O)C(F)(F)F)C(F)(F)F, [Na+], CCC(C(=O)O)c1ccccc1. As a reaction SMILES: [C:42](=[O:43])([OH:44])[O-:45].[Cl:1][CH2:2][CH2:3][CH2:4][CH2:5][CH2:6][CH2:7][CH2:8][CH2:9][O:10][c:11]1[cH:12][cH:13][cH:14][cH:15][cH:16]1.[F:29][C:30]([F:31])([F:32])[C:33]([O:34][C:35](=[O:36])[C:37]([F:38])([F:39])[F:40])=[O:41].[Na+:46].[c:17]1([CH:23]([C:24](=[O:25])[OH:26])[CH2:27][CH3:28])[cH:18][cH:19][cH:20][cH:21][cH:22]1>>[Cl:1][CH2:2][CH2:3][CH2:4][CH2:5][CH2:6][CH2:7][CH2:8][CH2:9][O:10][c:11]1[cH:12][cH:13][c:14]([C:24]([CH:23]([c:17]2[cH:18][cH:19][cH:20][cH:21][cH:22]2)[CH2:27][CH3:28])=[O:25])[cH:15][cH:16]1. Product: CCC(C(=O)c1ccc(OCCCCCCCCCl)cc1)c1ccccc1.